Dataset: the Open Reaction Database (ORD), a public repository of structured organic reaction records. Task: describe an organic reaction: reactants, conditions, products, and yield Starting materials: C(C)(=O)O[BH-](OC(C)=O)OC(C)=O.[Na+] (sodium triacetoxyborohydride), C(C)(=O)O[BH-](OC(C)=O)OC(C)=O.[Na+] (sodium triacetoxyborohydride), C(CC(C)C)=O (isovaleraldehyde), N1CCCC1 (pyrrolidine). Solvent: O1CCCC1 (THF), O1CCCC1 (tetrahydrofuran). Conditions: time 1 day. The product is C(CC(C)C)N1CCCC1 (N-isopentylpyrrolidine). Reaction SMILES: [CH:1](=O)[CH2:2][CH:3]([CH3:5])[CH3:4].[NH:7]1[CH2:11][CH2:10][CH2:9][CH2:8]1.C(O[BH-](OC(=O)C)OC(=O)C)(=O)C.[Na+]>O1CCCC1>[CH2:1]([N:7]1[CH2:11][CH2:10][CH2:9][CH2:8]1)[CH2:2][CH:3]([CH3:5])[CH3:4] |f:2.3|. Procedure details: 500 mL tetrahydrofuran (THF) was placed in a 1-L suction flask. 35.3 g isovaleraldehyde (0.41 mol) and then 28.4 g pyrrolidine (0.40 mol) were mixed into the THF. 100 g of sodium triacetoxyborohydride (0.47 mol) powder was then added in 5-10 g increments to the solution. During the addition vigorous stirring was used to ensure that the powder did not clump at the bottom of the flask which would prevent the efficient mixing of the suspension. After each addition of the sodium triacetoxyborohydrid... Run in C(C)#N (acetonitrile). Isolated yield 34.0%. Reaction SMILES: [C:1]([O:4][C:5]1[C:10]([CH3:11])=[CH:9][C:8]([OH:12])=[C:7]([CH3:13])[C:6]=1[CH3:14])(=[O:3])[CH3:2].[Br:15][CH:16](Br)[CH3:17].C(=O)([O-])[O-].[K+].[K+].C1OCCOCCOCCOCCOCCOC1.N#N>C(#N)C>[C:1]([O:4][C:5]1[C:10]([CH3:11])=[CH:9][C:8]([O:12][CH2:17][CH2:16][Br:15])=[C:7]([CH3:13])[C:6]=1[CH3:14])(=[O:3])[CH3:2] |f:2.3.4|. Yields the product C(C)(=O)OC1=C(C(=C(C=C1C)OCCBr)C)C (4-acetoxy-2,3,5-trimethyl-1-(2-bromoethoxy)benzene). Procedure details: A mixture of 4-acetoxy-2,3,5-trimethyl phenol (0.94 g, 4.82 mmol), dibromoethane (4 mL), potassium carbonate (0.80 g, 1.2 eq), 18-crown-6 (20 mg) in acetonitrile (15 mL) was stirred and heated at reflux under an atmsophere of N2 for 8 days. After this time the mixture was concentrated at reduced pressure and the residue partitioned between CH2Cl2 and 1M HCl. The organic phase was dried, filtered and concentrated at reduced pressure. The residue was purified by flash chromatography (9:1 ethyl ace... Reactants: C(C)(=O)OC1=C(C(=C(C=C1C)O)C)C (4-acetoxy-2,3,5-trimethyl phenol), BrC(C)Br (dibromoethane), C([O-])([O-])=O.[K+].[K+] (potassium carbonate), C1COCCOCCOCCOCCOCCO1 (18-crown-6), N#N (N2).